This data is from the Open Reaction Database (ORD), a public repository of structured organic reaction records. The task is: describe an organic reaction: reactants, conditions, products, and yield Reactants: C(C)(=O)C1=C(N=C(S1)N)C (5-acetyl-2-amino-4-methylthiazole), COC(N(C)C)OC (N,N-dimethylformamide-dimethylacetal). Run at temperature 100 celsius. The product is CN(/C=C/C(=O)C1=C(N=C(S1)N=CN(C)C)C)C (N′-[5-((E)-3-dimethylamino-acryloyl)-4-methyl-thiazol-2-yl]-N,N-dimethyl-formamidine). RXN SMILES: [C:1]([C:4]1[S:8][C:7]([NH2:9])=[N:6][C:5]=1[CH3:10])(=[O:3])[CH3:2].CO[CH:13](OC)[N:14]([CH3:16])[CH3:15]>>[CH3:13][N:14]([CH3:16])/[CH:15]=[CH:2]/[C:1]([C:4]1[S:8][C:7]([N:9]=[CH:13][N:14]([CH3:16])[CH3:15])=[N:6][C:5]=1[CH3:10])=[O:3]. Procedure: A mixture of 5-acetyl-2-amino-4-methylthiazole (12.5 g) and N,N-dimethylformamide-dimethylacetal (35.4 ml) is heated for 15 hours at 100° C. After cooling to room temperature the reaction mixture is evaporated, triturated with ethyl acetate, and filtered to give the title compound as an orange solid. MS (Method D) M+H 267. Starting materials: N=1N(C=C2CCCCC12)C1=C(C(=O)NC(C(C(=O)O)O)CC2=CC=CC=C2)C=CC=N1 (3-[2-(4,5,6,7-tetrahydro-2H-indazol-2-yl)nicotinamido]-2-hydroxy-4-phenylbutanoic acid), Cl.CON (O-methylhydroxylamine hydrochloride). Procedure details: The reaction was carried out in analogy to reaction step 3.1 by reacting 3-[2-(4,5,6,7-tetrahydro-2H-indazol-2-yl)nicotinamido]-2-hydroxy-4-phenylbutanoic acid and O-methylhydroxylamine hydrochloride. As a reaction SMILES: [N:1]1[N:2]([C:10]2[N:31]=[CH:30][CH:29]=[CH:28][C:11]=2[C:12]([NH:14][CH:15]([CH2:21][C:22]2[CH:27]=[CH:26][CH:25]=[CH:24][CH:23]=2)[CH:16]([OH:20])[C:17](O)=[O:18])=[O:13])[CH:3]=[C:4]2[C:9]=1[CH2:8][CH2:7][CH2:6][CH2:5]2.Cl.[CH3:33][O:34][NH2:35]>>[OH:20][CH:16]([C:17]([NH:35][O:34][CH3:33])=[O:18])[CH:15]([NH:14][C:12](=[O:13])[C:11]1[CH:28]=[CH:29][CH:30]=[N:31][C:10]=1[N:2]1[CH:3]=[C:4]2[C:9]([CH2:8][CH2:7][CH2:6][CH2:5]2)=[N:1]1)[CH2:21][C:22]1[CH:23]=[CH:24][CH:25]=[CH:26][CH:27]=1 |f:1.2|. Product: OC(C(CC1=CC=CC=C1)NC(C1=C(N=CC=C1)N1N=C2CCCCC2=C1)=O)C(=O)NOC (N-(3-Hydroxy-4-(methoxyamino)-4-oxo-1-phenylbutan-2-yl)-2-(4,5,6,7-tetrahydro-2H-indazol-2-yl)nicotinamide). The reactants are ClC1=CC=C(C=C1)OC (4-chloroanisole), N1CCOCC1 (morpholine), CC(C)([O-])C.[Na+] (sodium tert-butoxide). The product is COC1=CC=C(C=C1)N1CCOCC1 (N-(4-methoxyphenyl)morpholine). Yield: 94.7%. As a reaction SMILES: Cl[C:2]1[CH:7]=[CH:6][C:5]([O:8][CH3:9])=[CH:4][CH:3]=1.[NH:10]1[CH2:15][CH2:14][O:13][CH2:12][CH2:11]1.CC(C)([O-])C.[Na+]>>[CH3:9][O:8][C:5]1[CH:6]=[CH:7][C:2]([N:10]2[CH2:15][CH2:14][O:13][CH2:12][CH2:11]2)=[CH:3][CH:4]=1 |f:2.3|. Reported procedure: According to the general procedure B, 4-chloroanisole (82 mg, 0.55 mmol) reacted with morpholine (46 mg, 0.53 mmol) using 1 mol % of catalyst and sodium tert-butoxide (63 mg, 0.60 mmol) at 70° C. for 27 h to give the title compound (97 mg, 95%) as a solid: 1H-NMR (400 MHz, CDCl3): δ 6.92-6.85 (m, 4H), 3.87 (t, 4H, J=4.8 Hz), 3.78 (s, 3H), 3.07 (t, 4H, J=4.8 Hz). 13C{1H}-NMR (100 MHz, CDCl3): δ 153.92, 145.60, 117.77, 114.47, 67.00, 55.52, 50.78. GC/MS(EI); m/z 193 (M+). Starting materials: CCOCC, c1ccc(OC2CCNCC2)cc1, O=C1COc2cc(NC(=O)C(=O)O)ccc2N1. The product is O=C1COc2cc(NC(=O)C(=O)N3CCC(Oc4ccccc4)CC3)ccc2N1. Reaction SMILES: [CH2:31]([O:32][CH2:33][CH3:34])[CH3:35].[O:18]([c:19]1[cH:20][cH:21][cH:22][cH:23][cH:24]1)[CH:25]1[CH2:26][CH2:27][NH:28][CH2:29][CH2:30]1.[O:1]=[C:2]1[CH2:3][O:4][c:5]2[c:6]([cH:8][cH:9][c:10]([NH:12][C:13]([C:14](=[O:15])[OH:16])=[O:17])[cH:11]2)[NH:7]1>>[O:1]=[C:2]1[CH2:3][O:4][c:5]2[c:6]([cH:8][cH:9][c:10]([NH:12][C:13]([C:14](=[O:16])[N:28]3[CH2:27][CH2:26][CH:25]([O:18][c:19]4[cH:20][cH:21][cH:22][cH:23][cH:24]4)[CH2:30][CH2:29]3)=[O:17])[cH:11]2)[NH:7]1. RXN SMILES: Br[CH:2]([CH2:7][C:8](Cl)=[O:9])[C:3]([O:5][CH3:6])=[O:4].[Cl:11][C:12]1[C:13](=[N:18][NH2:19])[NH:14][CH:15]=[CH:16][CH:17]=1.C(=O)(O)[O-].[Na+]>C(#N)C>[Cl:11][C:12]1[C:13]([N:18]2[CH:2]([C:3]([O:5][CH3:6])=[O:4])[CH2:7][C:8](=[O:9])[NH:19]2)=[N:14][CH:15]=[CH:16][CH:17]=1 |f:2.3|. Reaction conditions: time 3 hour. The reactants are BrC(C(=O)OC)CC(=O)Cl (methyl 2-bromo-4-chloro-4-oxobutanoate), ClC=1C(NC=CC1)=NN (3-chloro-2(1H)-pyridinone hydrazone), ClC=1C(=NC=CC1)NN ((3-chloro-pyridin-2-yl)-hydrazine), C([O-])(O)=O.[Na+] (sodium bicarbonate). The product is ClC=1C(=NC=CC1)N1NC(CC1C(=O)OC)=O (methyl 2-(3-chloro-2-pyridinyl)-5-oxo-3-pyrazolidine-carboxylate). Isolated yield 89.8%. Procedure: The crude product of Step B (i.e. methyl 2-bromo-4-chloro-4-oxobutanoate) (11.00 g, ˜47.4 mmol) in acetonitrile (25 mL) was added over 65 minutes to a mixture of 3-chloro-2(1H)-pyridinone hydrazone (alternatively named (3-chloro-pyridin-2-yl)-hydrazine) (6.55 g, 45.6 mmol) and sodium bicarbonate (9.23 g, 0.110 mol) in acetonitrile (60 mL) at 0° C. The mixture was then allowed to warm to room temperature and was stirred for 3 h. The mixture was then warmed and maintained at 38° C. for 8 h. Then t... Run in C(C)#N (acetonitrile), C(C)#N (acetonitrile). Reactants: COC(=O)C1=CC=2N(C=C1)C(=CN2)I (3-iodo-imidazo[1,2-a]pyridine-7-carboxylic acid methyl ester), C(=O)([O-])[O-].[Na+].[Na+] (Na2CO3), ClC=1C=C(C=CC1)B(O)O (3-chlorophenylboronic acid). Reagents/catalysts: C=1C=CC(=CC1)[P](C=2C=CC=CC2)(C=3C=CC=CC3)[Pd]([P](C=4C=CC=CC4)(C=5C=CC=CC5)C=6C=CC=CC6)([P](C=7C=CC=CC7)(C=8C=CC=CC8)C=9C=CC=CC9)[P](C=1C=CC=CC1)(C=1C=CC=CC1)C=1C=CC=CC1 (Pd(PPh3)4). Reaction conditions: time 15 hour. Product: [Na+].ClC=1C=C(C=CC1)C1=CN=C2N1C=CC(=C2)C(=O)[O-] (3-(3-chloro-phenyl)-imidazo[1,2-a]pyridine-7-carboxylic acid sodium salt). Yield: 44.7%. Reaction SMILES: C[O:2][C:3]([C:5]1[CH:10]=[CH:9][N:8]2[C:11](I)=[CH:12][N:13]=[C:7]2[CH:6]=1)=[O:4].C([O-])([O-])=O.[Na+:19].[Na+].[Cl:21][C:22]1[CH:23]=[C:24](B(O)O)[CH:25]=[CH:26][CH:27]=1>C1C=CC([P]([Pd]([P](C2C=CC=CC=2)(C2C=CC=CC=2)C2C=CC=CC=2)([P](C2C=CC=CC=2)(C2C=CC=CC=2)C2C=CC=CC=2)[P](C2C=CC=CC=2)(C2C=CC=CC=2)C2C=CC=CC=2)(C2C=CC=CC=2)C2C=CC=CC=2)=CC=1>[Na+:19].[Cl:21][C:22]1[CH:27]=[C:26]([C:11]2[N:8]3[CH:9]=[CH:10][C:5]([C:3]([O-:2])=[O:4])=[CH:6][C:7]3=[N:13][CH:12]=2)[CH:25]=[CH:24][CH:23]=1 |f:1.2.3,6.7,^1:34,36,55,74|. Reported procedure: A mixture of 3-iodo-imidazo[1,2-a]pyridine-7-carboxylic acid methyl ester (230 mg, 0.76 mmol), Pd(PPh3)4 (44 mg, 0.038 mmol), Na2CO3 (161 mg, 1.52 mmol) and 3-chlorophenylboronic acid (131 mg, 0.84 mmol) was heated at reflux for 1 hour. The mixture was then allowed to cool and concentrated in vacuo. The residue was dissolved in MeOH (25 mL) and water (25 mL) and 50% NaOH (5 mL) was added. The mixture was allowed to stir at room temperature for 15 hours then concentrated in vacuo. The mixture was... Reactants: [H-].[Na+] (sodium hydride), ClC1=CC=C(C=C1)C(=C(C(CC1=CC(=C(C=C1)F)OC1=CC=CC=C1)O)F)C1CC1 (1-(p-chlorophenyl)-1-cyclopropyl-2-fluoro-4-(4-fluoro-3-phenoxyphenyl)-1-buten-3-ol), C1(=CC=C(C=C1)S(=O)(=O)Cl)C (p-toluenesulfonyl chloride). Run in O1CCCC1 (tetrahydrofuran), O1CCCC1 (tetrahydrofuran), O1CCCC1 (tetrahydrofuran). Run at temperature 50 celsius, time 10 minute. Yields the product ethyl acetate hexanes, ClC1=CC=C(C=C1)C(=C(C=CC1=CC(=C(C=C1)F)OC1=CC=CC=C1)F)C1CC1 (1-(p-Chlorophenyl)-1-cyclopropyl-2-fluoro-4-(4-fluoro-3-phenoxyphenyl)-1,3-butadiene). Isolated yield 60.7%. Reaction SMILES: [H-].[Na+].[Cl:3][C:4]1[CH:9]=[CH:8][C:7]([C:10]([CH:30]2[CH2:32][CH2:31]2)=[C:11]([F:29])[CH:12](O)[CH2:13][C:14]2[CH:19]=[CH:18][C:17]([F:20])=[C:16]([O:21][C:22]3[CH:27]=[CH:26][CH:25]=[CH:24][CH:23]=3)[CH:15]=2)=[CH:6][CH:5]=1.C1(C)C=CC(S(Cl)(=O)=O)=CC=1>O1CCCC1>[Cl:3][C:4]1[CH:9]=[CH:8][C:7]([C:10]([CH:30]2[CH2:32][CH2:31]2)=[C:11]([F:29])[CH:12]=[CH:13][C:14]2[CH:19]=[CH:18][C:17]([F:20])=[C:16]([O:21][C:22]3[CH:27]=[CH:26][CH:25]=[CH:24][CH:23]=3)[CH:15]=2)=[CH:6][CH:5]=1 |f:0.1|. Procedure details: A suspension of sodium hydride (6.3 mg, 0.26 mmol) in tetrahydrofuran (1 ml) is treated with a solution of 1-(p-chlorophenyl)-1-cyclopropyl-2-fluoro-4-(4-fluoro-3-phenoxyphenyl)-1-buten-3-ol (106.7 mg, 0.25 mmol) in tetrahydrofuran (1.5 ml), stirred at 50° C. for 10 minutes, cooled to room temperature, treated with a solution of p-toluenesulfonyl chloride (49.6 mg, 0.26 mmol) in tetrahydrofuran (1 ml), stirred at 60° C. for 1 hour, quenched with water, and extracted with ethyl acetate. The combi... Starting materials: ClCCCCOC1=C(C=CC=C1)/C=C/C=1SC2=C(N1)C=CC=C2 ((E)-2-[2-(4-chlorobutoxyphenyl)ethenyl]benzothiazole), Cl (HCl), N1CCCC1 (pyrrolidine). Product: N1(CCCC1)CCCCOC1=C(C=CC=C1)/C=C/C=1SC2=C(N1)C=CC=C2 ((E)-2-[2-(4-Pyrrolidinobutoxyphenyl)ethenyl]benzothiazole). Isolated yield 33.0%. RXN SMILES: Cl[CH2:2][CH2:3][CH2:4][CH2:5][O:6][C:7]1[CH:12]=[CH:11][CH:10]=[CH:9][C:8]=1/[CH:13]=[CH:14]/[C:15]1[S:16][C:17]2[CH:23]=[CH:22][CH:21]=[CH:20][C:18]=2[N:19]=1.[NH:24]1[CH2:28][CH2:27][CH2:26][CH2:25]1.Cl>>[N:24]1([CH2:2][CH2:3][CH2:4][CH2:5][O:6][C:7]2[CH:12]=[CH:11][CH:10]=[CH:9][C:8]=2/[CH:13]=[CH:14]/[C:15]2[S:16][C:17]3[CH:23]=[CH:22][CH:21]=[CH:20][C:18]=3[N:19]=2)[CH2:28][CH2:27][CH2:26][CH2:25]1. Reported procedure: The title compound was prepared in accordance with Example 38 starting with (H) of Example 38 (3.0 g, 8.7 mmol) and using pyrrolidine in place of dipropylamine to produce 1.1 g (33% yield) of the title compound as the HCl salt, mp 220°-222° C. IR(KBr): 3410, 1600 cm-1. MS: 379(MH+). 1H NMR (CD3OD): δ 8.02-6.91 (m, 10H), 4.12 (t, J=5.2 Hz, 2H), 3.23 (m, 6H), 2.54 (m, 4H), 2.21 (m, 4H). Starting materials: N#N.CNC1=C(C=CC=C1F)N (N2 methyl-3-fluorophenylenediamine), C(C)C(C([O-])([O-])[O-])(CC)CC (triethylorthoacetate). The solvent is C(C)O (ethanol). The product is CN1C(=NC2=C1C(=CC=C2)F)C (1,2-dimethyl-7-fluorobenzimidazole). RXN SMILES: N#N.[CH3:3][NH:4][C:5]1[C:10]([F:11])=[CH:9][CH:8]=[CH:7][C:6]=1[NH2:12].[CH2:13](C(CC)(CC)C([O-])([O-])[O-])[CH3:14]>C(O)C>[CH3:3][N:4]1[C:5]2[C:10]([F:11])=[CH:9][CH:8]=[CH:7][C:6]=2[N:12]=[C:13]1[CH3:14] |f:0.1|. Reported procedure: Following the procedure of Preparation O-1, 3.0 g of N2 -methyl-3-fluorophenylenediamine and 3.9 ml of triethylorthoacetate in 100 ml of ethanol gave 3.0 g of product. Procedure details: Prepared according to the described general procedure 4 (GP4) by reaction of 5-(2,6-dimethoxyphenyl)-3-methylpyrrolidin-2-one with commercially available 1-(bromomethyl)-3-(trifluoromethoxy)benzene. Subsequent purification by preparative HPLC afforded the target compound. LC-MS (conditions A): tR=0.93 min.; [M+H]+: 410.18 g/mol. Product: COC1=C(C(=CC=C1)OC)C1CC(C(N1CC1=CC(=CC=C1)OC(F)(F)F)=O)C (5-(2,6-dimethoxyphenyl)-3-methyl-1-(3-(trifluoromethoxy)benzyl)pyrrolidin-2-one). RXN SMILES: [CH3:1][O:2][C:3]1[CH:8]=[CH:7][CH:6]=[C:5]([O:9][CH3:10])[C:4]=1[CH:11]1[NH:15][C:14](=[O:16])[CH:13]([CH3:17])[CH2:12]1.Br[CH2:19][C:20]1[CH:25]=[CH:24][CH:23]=[C:22]([O:26][C:27]([F:30])([F:29])[F:28])[CH:21]=1>>[CH3:1][O:2][C:3]1[CH:8]=[CH:7][CH:6]=[C:5]([O:9][CH3:10])[C:4]=1[CH:11]1[N:15]([CH2:19][C:20]2[CH:25]=[CH:24][CH:23]=[C:22]([O:26][C:27]([F:28])([F:29])[F:30])[CH:21]=2)[C:14](=[O:16])[CH:13]([CH3:17])[CH2:12]1. Starting materials: COC1=C(C(=CC=C1)OC)C1CC(C(N1)=O)C (5-(2,6-dimethoxyphenyl)-3-methylpyrrolidin-2-one), BrCC1=CC(=CC=C1)OC(F)(F)F (1-(bromomethyl)-3-(trifluoromethoxy)benzene).